From a dataset of the Open Reaction Database (ORD), a public repository of structured organic reaction records. describe an organic reaction: reactants, conditions, products, and yield Starting materials: BrC1=CC=C2CN3C(C2=C1)=NN=C3C=3C(=NOC3C)C3=CC=CC=C3 (8-bromo-3-(5-methyl-3-phenylisoxazol-4-yl)-5H-[1,2,4]triazolo[3,4-a]isoindole), N1=CC=C(C=C1)OB=O (4-pyridylboranic acid), C(=O)([O-])[O-].[Cs+].[Cs+] (Cs2CO3). The solvent is COCCOC (DME). Reaction conditions: temperature 100 celsius. The product is CC1=C(C(=NO1)C1=CC=CC=C1)C1=NN=C2N1CC1=CC=C(C=C21)C2=CC=NC=C2 (3-(5-Methyl-3-phenylisoxazol-4-yl)-8-(pyridin-4-yl)-5H-[1,2,4]triazolo[3,4-α]isoindole). Isolated yield 22.8%. As a reaction SMILES: Br[C:2]1[CH:10]=[C:9]2[C:5]([CH2:6][N:7]3[C:13]([C:14]4[C:15]([C:20]5[CH:25]=[CH:24][CH:23]=[CH:22][CH:21]=5)=[N:16][O:17][C:18]=4[CH3:19])=[N:12][N:11]=[C:8]32)=[CH:4][CH:3]=1.[N:26]1[CH:31]=[CH:30][C:29](OB=O)=[CH:28][CH:27]=1.C([O-])([O-])=O.[Cs+].[Cs+]>COCCOC>[CH3:19][C:18]1[O:17][N:16]=[C:15]([C:20]2[CH:21]=[CH:22][CH:23]=[CH:24][CH:25]=2)[C:14]=1[C:13]1[N:7]2[CH2:6][C:5]3[C:9]([C:8]2=[N:11][N:12]=1)=[CH:10][C:2]([C:29]1[CH:30]=[CH:31][N:26]=[CH:27][CH:28]=1)=[CH:3][CH:4]=3 |f:2.3.4|. Procedure details: A mixture of 8-bromo-3-(5-methyl-3-phenylisoxazol-4-yl)-5H-[1,2,4]triazolo[3,4-a]isoindole (220 mg) (prepared as in Example 4), 4-pyridylboranic acid (295 mg), Cs2CO3 (1.26 g/l ml H2O), and DME (3 ml) was degassed with a stream of N2 for 0.5 h. Bis(triphenylphosphine)palladium(II) chloride (42 mg) was added and the reaction heated to 100° C. for 5 h. The reaction mixture was cooled, poured into H2O and extracted into CH2Cl2, dried (MgSO4), and concentrated under reduced pressure. The residue was... Reactants: BrCCCOC1CCCCO1, C#CCNC(=O)OC(C)(C)C, CN(C)C=O, [H-], [H][H], [Na+], O. Product: C#CCN(CCCOC1CCCCO1)C(=O)OC(C)(C)C. Reaction SMILES: [Br:16][CH2:17][CH2:18][CH2:19][O:20][CH:21]1[O:22][CH2:23][CH2:24][CH2:25][CH2:26]1.[CH2:1]([C:2]#[CH:3])[NH:4][C:5]([O:6][C:7]([CH3:8])([CH3:9])[CH3:10])=[O:11].[CH3:27][N:28]([CH3:29])[CH:30]=[O:31].[H-:12].[H:14][H:15].[Na+:13].[OH2:32]>>[CH2:1]([C:2]#[CH:3])[N:4]([C:5]([O:6][C:7]([CH3:8])([CH3:9])[CH3:10])=[O:11])[CH2:17][CH2:18][CH2:19][O:20][CH:21]1[O:22][CH2:23][CH2:24][CH2:25][CH2:26]1. Starting materials: C1(CCCC1)CNC(=O)C1=CC=C2C(=CN(C2=C1)CC1=C(C=C(C(=O)OC(C)(C)C)C=C1)OC)C=O (t-butyl 4-[6-(N-cyclopentylmethylcarbamoyl)-3-formylindol-1-ylmethyl]3-methoxybenzoate), C(=O)(OCC)CC=P(C1=CC=CC=C1)(C1=CC=CC=C1)C1=CC=CC=C1 ((carbethoxyethylidene)triphenylphosphorane). The solvent is O1CCOCC1 (dioxane). Yields the product C1(CCCC1)CNC(=O)C1=CC=C2C(=CN(C2=C1)CC1=C(C=C(C(=O)OC(C)(C)C)C=C1)OC)C=C(C)C(=O)OCC (t-butyl 4-[6-(N-cyclopentylmethylcarbamoyl)-3-(2-ethoxycarbonyl-1-propenyl)indol-1-ylmethyl]-3-methoxybenzoate). Isolated yield 100.6%. RXN SMILES: [CH:1]1([CH2:6][NH:7][C:8]([C:10]2[CH:18]=[C:17]3[C:13]([C:14]([CH:35]=O)=[CH:15][N:16]3[CH2:19][C:20]3[CH:32]=[CH:31][C:23]([C:24]([O:26][C:27]([CH3:30])([CH3:29])[CH3:28])=[O:25])=[CH:22][C:21]=3[O:33][CH3:34])=[CH:12][CH:11]=2)=[O:9])[CH2:5][CH2:4][CH2:3][CH2:2]1.[C:37]([CH2:42][CH:43]=P(C1C=CC=CC=1)(C1C=CC=CC=1)C1C=CC=CC=1)([O:39][CH2:40][CH3:41])=[O:38]>O1CCOCC1>[CH:1]1([CH2:6][NH:7][C:8]([C:10]2[CH:18]=[C:17]3[C:13]([C:14]([CH:35]=[C:42]([C:37]([O:39][CH2:40][CH3:41])=[O:38])[CH3:43])=[CH:15][N:16]3[CH2:19][C:20]3[CH:32]=[CH:31][C:23]([C:24]([O:26][C:27]([CH3:30])([CH3:28])[CH3:29])=[O:25])=[CH:22][C:21]=3[O:33][CH3:34])=[CH:12][CH:11]=2)=[O:9])[CH2:2][CH2:3][CH2:4][CH2:5]1. Reported procedure: A solution of t-butyl 4-[6-(N-cyclopentylmethylcarbamoyl)-3-formylindol-1-ylmethyl]3-methoxybenzoate (Example 1, part(f)) (2.8 g) and (carbethoxyethylidene)triphenylphosphorane (4.6 g) in dioxane (29 ml) was heated at reflux for 18 hours. The solvent was evaporated. The resultant residue was purified by flash chromatography on silica gel (192 ml), eluting with 1:4 ethyl acetate:hexane to give t-butyl 4-[6-(N-cyclopentylmethylcarbamoyl)-3-(2-ethoxycarbonyl-1-propenyl)indol-1-ylmethyl]-3-methoxybe... Starting materials: N#Cc1ncccc1C(=O)[O-], CC#N, Cc1nc(CCl)cs1, [K+]. Product: Cc1nc(COC(=O)c2cccnc2C#N)cs1. Reaction SMILES: [C:1](#[N:2])[c:3]1[c:4]([C:5](=[O:6])[O-:7])[cH:8][cH:9][cH:10][n:11]1.[CH3:21][C:22]#[N:23].[Cl:13][CH2:14][c:15]1[n:16][c:17]([CH3:20])[s:18][cH:19]1.[K+:12]>>[C:1](#[N:2])[c:3]1[c:4]([C:5](=[O:6])[O:7][CH2:14][c:15]2[n:16][c:17]([CH3:20])[s:18][cH:19]2)[cH:8][cH:9][cH:10][n:11]1. Reactants: CS(C)=O, O=C(NCc1c[nH]cn1)c1ccc(Cl)s1, [Cu]I, O=c1ccccn1-c1ccc(I)c(OCCN2CCCCC2)c1, [K+], [K+], O=C([O-])[O-], Oc1cccc2cccnc12. The product is O=C(NCc1cn(-c2ccc(-n3ccccc3=O)cc2OCCN2CCCCC2)cn1)c1ccc(Cl)s1. Reaction SMILES: [CH3:56][S:57]([CH3:58])=[O:59].[Cl:24][c:25]1[cH:26][cH:27][c:28]([C:30](=[O:31])[NH:32][CH2:33][c:34]2[n:35][cH:36][nH:37][cH:38]2)[s:29]1.[Cu:60][I:61].[I:1][c:2]1[c:3]([O:15][CH2:16][CH2:17][N:18]2[CH2:19][CH2:20][CH2:21][CH2:22][CH2:23]2)[cH:4][c:5](-[n:8]2[c:9](=[O:14])[cH:10][cH:11][cH:12][cH:13]2)[cH:6][cH:7]1.[K+:50].[K+:51].[O-:52][C:53]([O-:54])=[O:55].[OH:39][c:40]1[cH:41][cH:42][cH:43][c:44]2[c:45]1[n:46][cH:47][cH:48][cH:49]2>>[c:2]1(-[n:37]2[cH:36][n:35][c:34]([CH2:33][NH:32][C:30]([c:28]3[cH:27][cH:26][c:25]([Cl:24])[s:29]3)=[O:31])[cH:38]2)[c:3]([O:15][CH2:16][CH2:17][N:18]2[CH2:19][CH2:20][CH2:21][CH2:22][CH2:23]2)[cH:4][c:5](-[n:8]2[c:9](=[O:14])[cH:10][cH:11][cH:12][cH:13]2)[cH:6][cH:7]1. The reactants are N#Cc1cc2[nH]c(C(=O)O)cc2o1, Cl, NC(Cc1ccccc1)C(=O)N1CC(O)C1. The product is N#Cc1cc2[nH]c(C(=O)NC(Cc3ccccc3)C(=O)N3CC(O)C3)cc2o1. As a reaction SMILES: [C:1](#[N:2])[c:3]1[cH:4][c:5]2[nH:6][c:7]([C:11](=[O:12])[OH:13])[cH:8][c:9]2[o:10]1.[ClH:14].[NH2:15][CH:16]([C:17](=[O:18])[N:19]1[CH2:20][CH:21]([OH:23])[CH2:22]1)[CH2:24][c:25]1[cH:26][cH:27][cH:28][cH:29][cH:30]1>>[C:1](#[N:2])[c:3]1[cH:4][c:5]2[nH:6][c:7]([C:11](=[O:13])[NH:15][CH:16]([C:17](=[O:18])[N:19]3[CH2:20][CH:21]([OH:23])[CH2:22]3)[CH2:24][c:25]3[cH:26][cH:27][cH:28][cH:29][cH:30]3)[cH:8][c:9]2[o:10]1. Reactants: FC=1C=C(NC2=C(C(=O)O)C=CC(=C2)OC)C=CC1 (2-(3-fluoro-anilino)-4-methoxybenzoic acid), NC1=CC=CC=C1 (aniline). The product is N(C1=CC=CC=C1)C1=C(C(=O)O)C=CC(=C1)OC (2-anilino-4-methoxybenzoic acid). As a reaction SMILES: F[C:2]1[CH:3]=[C:4]([CH:17]=[CH:18][CH:19]=1)[NH:5][C:6]1[CH:14]=[C:13]([O:15][CH3:16])[CH:12]=[CH:11][C:7]=1[C:8]([OH:10])=[O:9].NC1C=CC=CC=1>>[NH:5]([C:6]1[CH:14]=[C:13]([O:15][CH3:16])[CH:12]=[CH:11][C:7]=1[C:8]([OH:10])=[O:9])[C:4]1[CH:3]=[CH:2][CH:19]=[CH:18][CH:17]=1. Procedure details: Following the procedure for 2-(3-fluoro-anilino)-4-methoxybenzoic acid, using aniline in place of 3-fluoroaniline, 2-anilino-4-methoxybenzoic acid was obtained.